From a dataset of the Open Reaction Database (ORD), a public repository of structured organic reaction records. describe an organic reaction: reactants, conditions, products, and yield Reactants: CC1=CC=C(C=C1)S(=O)(=O)OC[C@H]1COC2=C(O1)C=C(C=C2)S(=O)(=O)C ([(2R)-7-(methylsulfonyl)-2,3-dihydro-1,4-benzodioxin-2-yl]methyl 4-methylbenzenesulfonate), CC(CN)C (2-methylpropane-1-amine). Run in C(C)#N (ACN). Run at temperature 120 celsius. The product is CC(CNC[C@H]1COC2=C(O1)C=C(C=C2)S(=O)(=O)C)C (2-METHYL-N-{[(2S)-7-(METHYLSULFONYL)-2,3-DIHYDRO-1,4-BENZODIOXIN-2-YL]METHYL}PROPAN-1-AMINE). Reaction SMILES: CC1C=CC(S(O[CH2:12][C@@H:13]2[O:18][C:17]3[CH:19]=[C:20]([S:23]([CH3:26])(=[O:25])=[O:24])[CH:21]=[CH:22][C:16]=3[O:15][CH2:14]2)(=O)=O)=CC=1.[CH3:27][CH:28]([CH3:31])[CH2:29][NH2:30]>C(#N)C>[CH3:27][CH:28]([CH3:31])[CH2:29][NH:30][CH2:12][C@@H:13]1[O:18][C:17]2[CH:19]=[C:20]([S:23]([CH3:26])(=[O:24])=[O:25])[CH:21]=[CH:22][C:16]=2[O:15][CH2:14]1. Procedure: A mixture of [(2R)-7-(methylsulfonyl)-2,3-dihydro-1,4-benzodioxin-2-yl]methyl 4-methylbenzenesulfonate (0.19 g, 0.48 mmol), 2-methylpropane-1-amine (0.9 ml) and ACN (3 ml) was heated under microwave radiation at 120° C. for 20 min. Purification on SCX-3 column (TEA/MeOH) and flash column chromatography (DCM/MeOH). Yield: 0.11 g, 74%. The amine was converted to the hydrochloric acid salt and crystallized from MeOH/Et2O. M.p. 214° C. MS m/z (rel. intensity, 70 eV) 299 (M+, 6), 86 (100), 256 (21), ...